Dataset: the Open Reaction Database (ORD), a public repository of structured organic reaction records. Task: describe an organic reaction: reactants, conditions, products, and yield The reactants are C(F)(F)(C(F)(F)C(F)(F)C(F)(F)C(F)(F)C(F)(F)F)CCSCCOCCOCCO (C6F13C2H4S(C2H4O)3H), C(F)(F)(C(F)(F)C(F)(F)C(F)(F)C(F)(F)C(F)(F)F)CCSCCOCCS (C6F13C2H4SC2H4OC2H4SH), ClCCOCCOCCO (Cl(C2H4O)3H). Yields the product C(F)(F)(C(F)(F)C(F)(F)C(F)(F)C(F)(F)C(F)(F)F)CCSCCSCCOCCOCCO (C6F13C2H4SC2H4S(C2H4O)3H). As a reaction SMILES: C(CC[S:22][CH2:23][CH2:24][O:25][CH2:26][CH2:27][O:28][CH2:29][CH2:30][OH:31])(C(C(C(C(C(F)(F)F)(F)F)(F)F)(F)F)(F)F)(F)F.[C:32]([CH2:51][CH2:52][S:53][CH2:54][CH2:55]OCCS)([C:35]([C:38]([C:41]([C:44]([C:47]([F:50])([F:49])[F:48])([F:46])[F:45])([F:43])[F:42])([F:40])[F:39])([F:37])[F:36])([F:34])[F:33].ClCCOCCOCCO>>[C:32]([CH2:51][CH2:52][S:53][CH2:54][CH2:55][S:22][CH2:23][CH2:24][O:25][CH2:26][CH2:27][O:28][CH2:29][CH2:30][OH:31])([C:35]([C:38]([C:41]([C:44]([C:47]([F:48])([F:49])[F:50])([F:45])[F:46])([F:43])[F:42])([F:40])[F:39])([F:37])[F:36])([F:34])[F:33]. Procedure: By proceeding in the same manner, C6F13C2H4S(C2H4O)3H is prepared from C6F13C2H4SC2H4OC2H4SH and Cl(C2H4O)3H. The reactants are C(C)(C)(C)OC(=O)N([C@H](C)C1=CC=CC2=CC=CC=C12)C[C@H]1CN(C[C@@H]1C1=CC=CC=C1)C(=O)N1CCC(CC1)C(=O)OCC (ethyl 1-{[(3R,4S)-3-({(tert-butoxycarbonyl)[(1R)-1-(1-naphthyl)ethyl]amino}methyl)-4-phenylpyrrolidin-1-yl]carbonyl}piperidine-4-carboxylate), [OH-].[Na+] (sodium hydroxide). The solvent is C(C)O (ethanol). Reaction conditions: time 8 hour. Product: C(C)(C)(C)OC(=O)N([C@H](C)C1=CC=CC2=CC=CC=C12)C[C@H]1CN(C[C@@H]1C1=CC=CC=C1)C(=O)N1CCC(CC1)C(=O)O (1-{[(3R,4S)-3-({(tert-butoxycarbonyl)[(1R)-1-(1-naphthyl)ethyl]amino}methyl)-4-phenylpyrrolidin-1-yl]carbonyl}piperidine-4-carboxylic acid). Yield: 85.8%. RXN SMILES: [C:1]([O:5][C:6]([N:8]([CH2:21][C@@H:22]1[C@@H:26]([C:27]2[CH:32]=[CH:31][CH:30]=[CH:29][CH:28]=2)[CH2:25][N:24]([C:33]([N:35]2[CH2:40][CH2:39][CH:38]([C:41]([O:43]CC)=[O:42])[CH2:37][CH2:36]2)=[O:34])[CH2:23]1)[C@@H:9]([C:11]1[C:20]2[C:15](=[CH:16][CH:17]=[CH:18][CH:19]=2)[CH:14]=[CH:13][CH:12]=1)[CH3:10])=[O:7])([CH3:4])([CH3:3])[CH3:2].[OH-].[Na+]>C(O)C>[C:1]([O:5][C:6]([N:8]([CH2:21][C@@H:22]1[C@@H:26]([C:27]2[CH:32]=[CH:31][CH:30]=[CH:29][CH:28]=2)[CH2:25][N:24]([C:33]([N:35]2[CH2:36][CH2:37][CH:38]([C:41]([OH:43])=[O:42])[CH2:39][CH2:40]2)=[O:34])[CH2:23]1)[C@@H:9]([C:11]1[C:20]2[C:15](=[CH:16][CH:17]=[CH:18][CH:19]=2)[CH:14]=[CH:13][CH:12]=1)[CH3:10])=[O:7])([CH3:2])([CH3:3])[CH3:4] |f:1.2|. Reported procedure: A 3.0 ml ethanol solution of 105 mg of ethyl 1-{[(3R,4S)-3-({(tert-butoxycarbonyl)[(1R)-1-(1-naphthyl)ethyl]amino}methyl)-4-phenylpyrrolidin-1-yl]carbonyl}piperidine-4-carboxylate was mixed at room temperature with 1.0 ml of 1 M sodium hydroxide aqueous solution and stirred overnight at room temperature. The reaction solution was concentrated under a reduced pressure, acidified by adding 1 M hydrochloric acid and then extracted with chloroform and dried with anhydrous sodium sulfate. The solvent... Starting materials: C(C)[C@H]1N(CCOC1)C1=CC(=NC(=N1)NC)C1=CC(=C(C#N)C(=C1)F)F (4-[6-[(3R)-3-ethyl-4-morpholinyl]-2-(methylamino)-4-pyrimidinyl]-2,6-difluorobenzonitrile), N1CCCC1 (pyrrolidine), NN (hydrazine), CCN(C(C)C)C(C)C (Hunig's base). The solvent is CN(C)C=O (DMF), CC#N (CH3CN), CCOC(=O)C (EtOAc). Reaction conditions: time 2 hour. Product: C(C)[C@H]1N(CCOC1)C1=CC(=NC(=N1)NC)C1=CC(=C2C(=NNC2=C1)N)N1CCCC1 (6-[6-[(3R)-3-Ethyl-4-morpholinyl]-2-(methylamino)-4-pyrimidinyl]-4-(1-pyrrolidinyl)-1H-indazol-3-amine). Yield: 14.6%. RXN SMILES: [CH2:1]([C@@H:3]1[CH2:8][O:7][CH2:6][CH2:5][N:4]1[C:9]1[N:14]=[C:13]([NH:15][CH3:16])[N:12]=[C:11]([C:17]2[CH:24]=[C:23](F)[C:20]([C:21]#[N:22])=[C:19](F)[CH:18]=2)[CH:10]=1)[CH3:2].[NH:27]1[CH2:31][CH2:30][CH2:29][CH2:28]1.[NH2:32][NH2:33].CCN(C(C)C)C(C)C>CC#N.CCOC(C)=O.CN(C=O)C>[CH2:1]([C@@H:3]1[CH2:8][O:7][CH2:6][CH2:5][N:4]1[C:9]1[N:14]=[C:13]([NH:15][CH3:16])[N:12]=[C:11]([C:17]2[CH:24]=[C:23]3[C:20]([C:21]([NH2:22])=[N:32][NH:33]3)=[C:19]([N:27]3[CH2:31][CH2:30][CH2:29][CH2:28]3)[CH:18]=2)[CH:10]=1)[CH3:2]. Reported procedure: To a 4 mL vial was added 4-[6-[(3R)-3-ethyl-4-morpholinyl]-2-(methylamino)-4-pyrimidinyl]-2,6-difluorobenzonitrile (100 mg, 0.278 mmol), DMF (1 mL), and pyrrolidine (19.8 mg, 0.28 mmol). The reaction was stirred at room temperature for 2 hours. The reaction was poured into EtOAc (10 mL) and the aqueous was extracted with EtOAc (2×). The organics were then dried over Na2SO4 and concentrated to afford a yellow oil that was taken up in CH3CN (1.5 mL) and added to a 5 mL microwave vial followed by t... Reactants: C1(=CC=CC=C1)C1=NC(=CC(=N1)O)O (2-Phenyl-4,6-dihydroxy-pyrimidine), [N+](=O)(O)[O-] (nitric acid). Run in C(C)(=O)O (acetic acid), O (water). Reaction conditions: temperature 50 celsius. Product: C1(=CC=CC=C1)C1=NC(=C(C(=N1)O)[N+](=O)[O-])O (2-Phenyl-5-nitro-4,6-dihydroxy-pyrimidine). Reaction SMILES: [C:1]1([C:7]2[N:12]=[C:11]([OH:13])[CH:10]=[C:9]([OH:14])[N:8]=2)[CH:6]=[CH:5][CH:4]=[CH:3][CH:2]=1.[N+:15]([O-])([OH:17])=[O:16]>C(O)(=O)C.O>[C:1]1([C:7]2[N:12]=[C:11]([OH:13])[C:10]([N+:15]([O-:17])=[O:16])=[C:9]([OH:14])[N:8]=2)[CH:2]=[CH:3][CH:4]=[CH:5][CH:6]=1. Procedure: To a suspension of 2-Phenyl-4,6-dihydroxy-pyrimidine (12 g) in 35 mL of acetic acid is added 12 mL of 90% nitric acid and the mixture is heated at 50° C. for 45 min. The reaction mixture is diluted with 150 mL of water and the product is collected, washed with water and ethanol and oven dried to afford 2-Phenyl-5-nitro-4,6-dihydroxy-pyrimidine as a pink solid. The reactants are C(=O)OCC (Ethyl formate), N1CCCCCC1 (hexahydro-1H-azepine). Reaction conditions: time 8 hour. Yields the product C(=O)N1CCCCCC1 (1-(Formyl)-Hexahydro-1H-Azepine). Isolated yield 84.0%. As a reaction SMILES: [CH:1](OCC)=[O:2].[NH:6]1[CH2:12][CH2:11][CH2:10][CH2:9][CH2:8][CH2:7]1>>[CH:1]([N:6]1[CH2:12][CH2:11][CH2:10][CH2:9][CH2:8][CH2:7]1)=[O:2]. Reported procedure: Ethyl formate (22.2 G, 0.3M) was added dropwise under nitrogen to hexahydro-1H-azepine (19.8 G, 0.2M) in such a way that a gentle reflux is maintained during the addition. The reaction mixture was then allowed to stir overnight. The volatile materials were evaporated at room temperature and ~20 mm. The residue was distilled in vacuo to give 1-(Formyl)-Hexahydro-1H-Azepine (bp. 56°-8°/3-4 mm; 84%). Reactants: C(CCCCCC)[C@@H]1CC[C@H](CC1)C#C (1-(trans-4-heptylcyclohexyl)acetylene), FC1=C(C=CC=C1)C1=CC(=C(C=C1)I)F (2′,3-difluoro-4-iodobiphenyl), tetrakis(triphenylphosphine)palladium(0)dichloromethane. The reagents and catalysts are [Cu](I)I (copper iodide). Run in C(C)NCC (diethylamine). Reaction conditions: time 4 hour. Product: FC1=C(C=CC=C1)C1=CC(=C(C=C1)C#C[C@@H]1CC[C@H](CC1)CCCCCCC)F (1-(2′,3-difluorobiphenyl-4-yl)-2-(trans-4-heptylcyclohexyl)acetylene). As a reaction SMILES: [CH2:1]([C@H:8]1[CH2:13][CH2:12][C@H:11]([C:14]#[CH:15])[CH2:10][CH2:9]1)[CH2:2][CH2:3][CH2:4][CH2:5][CH2:6][CH3:7].[F:16][C:17]1[CH:22]=[CH:21][CH:20]=[CH:19][C:18]=1[C:23]1[CH:28]=[CH:27][C:26](I)=[C:25]([F:30])[CH:24]=1>[Cu](I)I.C(NCC)C>[F:16][C:17]1[CH:22]=[CH:21][CH:20]=[CH:19][C:18]=1[C:23]1[CH:28]=[CH:27][C:26]([C:15]#[C:14][C@H:11]2[CH2:12][CH2:13][C@H:8]([CH2:1][CH2:2][CH2:3][CH2:4][CH2:5][CH2:6][CH3:7])[CH2:9][CH2:10]2)=[C:25]([F:30])[CH:24]=1. Procedure details: A mixture of 1-(trans-4-heptylcyclohexyl)acetylene (28.40 mmol), 2′,3-difluoro-4-iodobiphenyl (28.40 mmol), tetrakis(triphenylphosphine)palladium(0)dichloromethane (0.85 mmol), copper iodide (1.43 mmol), and diethylamine (200 ml) is stirred for 4 hrs at room temperature. The reaction mixture obtained is extracted with toluene (200 ml) twice. The extract is washed with water (150 ml) three times and dried over anhydrous magnesium sulfate. The toluene solution is concentrated under reduced pressur... The reactants are CCOC(=O)C#Cc1ccc(C(C)(C)C)cc1, C[Al](C)C, Cc1ccccc1, CCOCC, CO, ClCCCl, Nc1cnc2ccccc2c1. Yields the product CC(C)(C)c1ccc(C#CC(=O)Nc2cnc3ccccc3c2)cc1. As a reaction SMILES: [CH2:1]([O:2][C:4]([C:5]#[C:6][c:7]1[cH:8][cH:9][c:10]([C:13]([CH3:14])([CH3:15])[CH3:16])[cH:11][cH:12]1)=[O:17])[CH3:3].[CH3:29][Al:30]([CH3:31])[CH3:32].[CH3:33][c:34]1[cH:35][cH:36][cH:37][cH:38][cH:39]1.[CH3:44][CH2:45][O:46][CH2:47][CH3:48].[CH3:49][OH:50].[Cl:40][CH2:41][CH2:42][Cl:43].[NH2:18][c:19]1[cH:20][n:21][c:22]2[cH:23][cH:24][cH:25][cH:26][c:27]2[cH:28]1>>[C:4]([C:5]#[C:6][c:7]1[cH:8][cH:9][c:10]([C:13]([CH3:14])([CH3:15])[CH3:16])[cH:11][cH:12]1)(=[O:17])[NH:18][c:19]1[cH:20][n:21][c:22]2[cH:23][cH:24][cH:25][cH:26][c:27]2[cH:28]1.